This data is from the Open Reaction Database (ORD), a public repository of structured organic reaction records. The task is: describe an organic reaction: reactants, conditions, products, and yield Isolated yield 84.4%. Product: C(C)OC1=CC(=NN1)NC1=NC(=CC=C1[N+](=O)[O-])N[C@@H](C)C1=NC=C(C=C1)F (N2-(5-Ethoxy-1H-pyrazol-3-yl)-N6-[(1S)-1-(5-fluoropyridin-2-yl)ethyl]-3-nitropyridine-2,6-diamine). Conditions: temperature 70 celsius, time 4 hour. The reactants are ClC1=CC=C(C(=N1)NC1=NNC(=C1)OCC)[N+](=O)[O-] (6-chloro-N-(5-ethoxy-1H-pyrazol-3-yl)-3-nitropyridin-2-amine), ClC1=CC=C(C(=N1)NC1=NNC(=C1)OCC)[N+](=O)[O-] (6-chloro-N-(5-ethoxy-1H-pyrazol-3-yl)-3-nitropyridin-2-amine), Cl.FC=1C=CC(=NC1)[C@H](C)N ([(1S)-1-(5-fluoropyridin-2-yl)ethyl]amine hydrochloride), Cl.FC=1C=CC(=NC1)[C@H](C)N ([(1S)-1-(5-fluoropyridin-2-yl)ethyl]amine hydrochloride), C(C)(C)N(CC)C(C)C (diisopropylethylamine). Run in CCCCO (n-BuOH), C(C)(=O)OCC (ethyl acetate). Reaction SMILES: Cl[C:2]1[N:7]=[C:6]([NH:8][C:9]2[CH:13]=[C:12]([O:14][CH2:15][CH3:16])[NH:11][N:10]=2)[C:5]([N+:17]([O-:19])=[O:18])=[CH:4][CH:3]=1.Cl.[F:21][C:22]1[CH:23]=[CH:24][C:25]([C@@H:28]([NH2:30])[CH3:29])=[N:26][CH:27]=1.C(N(C(C)C)CC)(C)C>CCCCO.C(OCC)(=O)C>[CH2:15]([O:14][C:12]1[NH:11][N:10]=[C:9]([NH:8][C:6]2[C:5]([N+:17]([O-:19])=[O:18])=[CH:4][CH:3]=[C:2]([NH:30][C@H:28]([C:25]3[CH:24]=[CH:23][C:22]([F:21])=[CH:27][N:26]=3)[CH3:29])[N:7]=2)[CH:13]=1)[CH3:16] |f:1.2|. Procedure details: A mixture of 6-chloro-N-(5-ethoxy-1H-pyrazol-3-yl)-3-nitropyridin-2-amine (Intermediate 26, 0.35 g) and [(1S)-1-(5-fluoropyridin-2-yl)ethyl]amine hydrochloride (Intermediate 5, 0.20 g) in n-BuOH (5 mL) with diisopropylethylamine (1 mL) was stirred at 70° C. for 4 hours. The resulting mixture was diluted with ethyl acetate (20 mL), and washed with brine (10 mL×3). The organic layer was dried and concentrated. The resulting residue was separated by silica gel column (Hexane/Ethyl acetate) to yield... Starting materials: COC(=O)Cc1cccc(Oc2ccc(Br)cc2C=O)c1, NC1CCc2ccccc21. Product: COC(=O)Cc1cccc(Oc2ccc(Br)cc2CNC2CCc3ccccc32)c1. As a reaction SMILES: [CH3:1][O:2][C:3]([CH2:4][c:5]1[cH:6][c:7]([O:11][c:12]2[c:13]([CH:19]=[O:20])[cH:14][c:15]([Br:18])[cH:16][cH:17]2)[cH:8][cH:9][cH:10]1)=[O:21].[NH2:22][CH:23]1[CH2:24][CH2:25][c:26]2[cH:27][cH:28][cH:29][cH:30][c:31]21>>[CH3:1][O:2][C:3]([CH2:4][c:5]1[cH:6][c:7]([O:11][c:12]2[c:13]([CH2:19][NH:22][CH:23]3[CH2:24][CH2:25][c:26]4[cH:27][cH:28][cH:29][cH:30][c:31]43)[cH:14][c:15]([Br:18])[cH:16][cH:17]2)[cH:8][cH:9][cH:10]1)=[O:21]. The reactants are O=C1NC2=C(N1)C=CC(=C2)C2=CCN(CC2)C(=O)OC(C)(C)C (tert-Butyl 4-(2-oxo-2,3-dihydro-1H-benzo[d]imidazol-5-yl)-5,6-dihydropyridine-1(2H)-carboxylate), O=C1NC2=C(N1)C=CC(=C2)C2=CCN(CC2)C(=O)OC(C)(C)C (tert-Butyl 4-(2-oxo-2,3-dihydro-1H-benzo[d]imidazol-5-yl)-5,6-dihydropyridine-1(2H)-carboxylate). Reagents/catalysts: [Ni] (Ra—Ni). Run in CO (CH3OH). Reaction conditions: time 12 hour. The product is O=C1NC2=C(N1)C=CC(=C2)C2CCN(CC2)C(=O)OC(C)(C)C (tert-Butyl 4-(2-oxo-2,3-dihydro-1H-benzo[d]imidazol-5-yl)piperidine-1-carboxylate). Yield: 90.0%. As a reaction SMILES: [O:1]=[C:2]1[NH:6][C:5]2[CH:7]=[CH:8][C:9]([C:11]3[CH2:16][CH2:15][N:14]([C:17]([O:19][C:20]([CH3:23])([CH3:22])[CH3:21])=[O:18])[CH2:13][CH:12]=3)=[CH:10][C:4]=2[NH:3]1>CO.[Ni]>[O:1]=[C:2]1[NH:6][C:5]2[CH:7]=[CH:8][C:9]([CH:11]3[CH2:16][CH2:15][N:14]([C:17]([O:19][C:20]([CH3:23])([CH3:22])[CH3:21])=[O:18])[CH2:13][CH2:12]3)=[CH:10][C:4]=2[NH:3]1. Procedure details: For synthesis from compound 16, following the same procedure adopted for the synthesis of 13, the title compound 17 was obtained from the reaction of compound 16 with CDI. Yield: 62%, off-white solid. For synthesis from compound 13, to a solution of compound 13 (0.94 g, 3 mmol) in CH3OH (30 mL) was added Ra—Ni (0.20 g, 10% wet basis), and the mixture was subjected to hydrogenation in a Parr apparatus at 60 psi for 12 hours. After filtering over the pad of celite, the solution was concentrated an... Starting materials: BrC=1C=C2C(CC(OC2=CC1)C1=CC=CC=C1)(NS(=O)C(C)(C)C)CC(=O)OC (methyl 2-(6-bromo-4-(1,1-dimethylethylsulfinamido)-2-phenylchroman-4-yl)acetate), Cl (HCl). Solvent: CO (MeOH), O1CCOCC1 (1,4-dioxane). Yields the product Cl.NC1(CC(OC2=CC=C(C=C12)Br)C1=CC=CC=C1)CC(=O)OC (methyl 2-(4-amino-6-bromo-2-phenylchroman-4-yl)acetate HCl salt). RXN SMILES: [Br:1][C:2]1[CH:3]=[C:4]2[C:9](=[CH:10][CH:11]=1)[O:8][CH:7]([C:12]1[CH:17]=[CH:16][CH:15]=[CH:14][CH:13]=1)[CH2:6][C:5]2([CH2:25][C:26]([O:28][CH3:29])=[O:27])[NH:18]S(C(C)(C)C)=O.[ClH:30]>CO.O1CCOCC1>[ClH:30].[NH2:18][C:5]1([CH2:25][C:26]([O:28][CH3:29])=[O:27])[C:4]2[C:9](=[CH:10][CH:11]=[C:2]([Br:1])[CH:3]=2)[O:8][CH:7]([C:12]2[CH:17]=[CH:16][CH:15]=[CH:14][CH:13]=2)[CH2:6]1 |f:4.5|. Procedure: A solution of methyl 2-(6-bromo-4-(1,1-dimethylethylsulfinamido)-2-phenylchroman-4-yl)acetate (427 mg, 0.89 mmol) in MeOH (7 mL) and 4 M HCl solution in 1,4-dioxane (14 mL) is stirred at rt for 30 min. The solvent is removed under reduced pressure to give 418 mg methyl 2-(4-amino-6-bromo-2-phenylchroman-4-yl)acetate HCl salt as a white foam, which is used for next step without further purification. MS ESI+ve m/z 376 (M+H)+. Starting materials: C=CCOC(=O)NC1(c2ccc(C(=O)OC(C)(C)C)cc2)CC1, CC#N. Product: C=CCOC(=O)NC1(c2ccc(C(=O)O)cc2)CC1. Reaction SMILES: [CH2:1]([CH:2]=[CH2:3])[O:4][C:5](=[O:6])[NH:7][C:8]1([c:11]2[cH:12][cH:13][c:14]([C:15](=[O:16])[O:17][C:18]([CH3:19])([CH3:20])[CH3:21])[cH:22][cH:23]2)[CH2:9][CH2:10]1.[CH3:24][C:25]#[N:26]>>[CH2:1]([CH:2]=[CH2:3])[O:4][C:5](=[O:6])[NH:7][C:8]1([c:11]2[cH:12][cH:13][c:14]([C:15](=[O:16])[OH:17])[cH:22][cH:23]2)[CH2:9][CH2:10]1. The product is ClC=1C=C2N(N(C(C(=C2O)C(=O)N[C@H](C(=O)O)C)=O)CC2=CC=C(C=C2)F)C1 (2-(S)-{[6-Chloro-1-(4-fluoro-benzyl)-4-hydroxy-2-oxo-1,2-dihydro-pyrrolo[1,2-b]pyridazine-3-carbonyl]-amino}-propionic acid). Procedure details: Prepared according to the reaction condition used in Example 19 step a) from 6-chloro-4-hydroxy-2-oxo-1-(4-fluoro-benzyl)-1,2-dihydro-pyrrolo[1,2-b]pyridazine-3-carboxylic acid methyl ester, L-alanine and NaOMe. ESI (m/z): 408 (M+H)+. RXN SMILES: CO[C:3]([C:5]1[C:10](=[O:11])[N:9]([CH2:12][C:13]2[CH:18]=[CH:17][C:16]([F:19])=[CH:15][CH:14]=2)[N:8]2[CH:20]=[C:21]([Cl:23])[CH:22]=[C:7]2[C:6]=1[OH:24])=[O:4].[NH2:25][C@H:26]([C:28]([OH:30])=[O:29])[CH3:27].C[O-].[Na+]>>[Cl:23][C:21]1[CH:22]=[C:7]2[C:6]([OH:24])=[C:5]([C:3]([NH:25][C@@H:26]([CH3:27])[C:28]([OH:30])=[O:29])=[O:4])[C:10](=[O:11])[N:9]([CH2:12][C:13]3[CH:14]=[CH:15][C:16]([F:19])=[CH:17][CH:18]=3)[N:8]2[CH:20]=1 |f:2.3|. The reactants are COC(=O)C1=C(C=2N(N(C1=O)CC1=CC=C(C=C1)F)C=C(C2)Cl)O (6-chloro-4-hydroxy-2-oxo-1-(4-fluoro-benzyl)-1,2-dihydro-pyrrolo[1,2-b]pyridazine-3-carboxylic acid methyl ester), N[C@@H](C)C(=O)O (L-alanine), C[O-].[Na+] (NaOMe).